Dataset: the Open Reaction Database (ORD), a public repository of structured organic reaction records. Task: describe an organic reaction: reactants, conditions, products, and yield The reactants are CS(=O)C (dimethylsulfoxide), ClC=1N=NC(=CC1)Cl (3,6-dichloropyridazine), FC(C1=C(C=CC=C1)O)(F)F (2-trifluoromethylphenol), C([O-])([O-])=O.[K+].[K+] (potassium carbonate). The solvent is O (water). Yields the product ClC=1N=NC(=CC1)OC1=C(C=CC=C1)C(F)(F)F (3-chloro-6-(2-trifluoromethylphenoxy) pyridazine). Yield: 92.4%. As a reaction SMILES: CS(C)=O.[Cl:5][C:6]1[N:7]=[N:8][C:9](Cl)=[CH:10][CH:11]=1.[F:13][C:14]([F:23])([F:22])[C:15]1[CH:20]=[CH:19][CH:18]=[CH:17][C:16]=1[OH:21].C(=O)([O-])[O-].[K+].[K+]>O>[Cl:5][C:6]1[N:7]=[N:8][C:9]([O:21][C:16]2[CH:17]=[CH:18][CH:19]=[CH:20][C:15]=2[C:14]([F:13])([F:22])[F:23])=[CH:10][CH:11]=1 |f:3.4.5|. Procedure details: 80 ml of a dimethylsulfoxide solution containing 3.50 g of 3,6-dichloropyridazine, 6.44 g of 2-trifluoromethylphenol and 3.58 g of potassium carbonate, was reacted at 100° C. for 2.5 hours under stirring. After the completion of the reaction, the product was poured into water, and extracted with ethyl acetate. The extract layer was dried over anhydrous sodium sulfate, and then ethyl acetate was distilled off. The residue was purified by silica gel column chromatography, whereby 5.96 g of 3-chlor... Reactants: C1CCOC1 (THF), O1C=NC=C1 (oxazole), [Li]CCCC (n-BuLi), C1CCOC1 (THF), ClC(=O)C1=C(C=CC=C1)C(C#N)C (2-(chlorocarbonyl)phenylpropionitrile). The reagents and catalysts are [Cu]I (CuI), [Cl-].[Cl-].[Zn+2] (ZnCl2). Run in CCOC(=O)C (EtOAc). Run at temperature 0 celsius, time 45 minute. Product: O1C(=NC=C1)C(=O)C=1C=C(C=CC1)C(C#N)C (2-[3-(oxazole-2-carbonyl)phenyl]propionitrile). Yield: 74.0%. Reaction SMILES: [O:1]1[CH:5]=[CH:4][N:3]=[CH:2]1.[Li]CCCC.ClC([C:14]1[CH:19]=[CH:18][CH:17]=[CH:16][C:15]=1[CH:20]([CH3:23])[C:21]#[N:22])=O.C1C[O:27][CH2:26]C1>CCOC(C)=O.[Cl-].[Cl-].[Zn+2].[Cu]I>[O:1]1[CH:5]=[CH:4][N:3]=[C:2]1[C:26]([C:17]1[CH:16]=[C:15]([CH:20]([CH3:23])[C:21]#[N:22])[CH:14]=[CH:19][CH:18]=1)=[O:27] |f:5.6.7|. Procedure: To a solution of oxazole (0.5 mL, 7.6 mmol) in 50 mL of THF at −78° C. under nitrogen atmosphere n-BuLi (1.6 M in hexanes, 4.7 mL, 7.60 mmol) was added. After stirring 20 min ZnCl2 (2.071 g, 15.2 mmol) was added and the mixture warmed to 0° C. and stirred 45 min. Then CuI (1.45 g, 7.6 mmol) was added and, after 20 min, a solution of 2-(chlorocarbonyl)phenylpropionitrile (15.2 mmol), prepared as previously described, in 10 mL of THF was added by dripping. The mixture was left stirring 2 h. The or... The reactants are COC(C1=C(C=C(C=C1)OCCCBr)NC(C1=CC(=CC(=C1)C(F)(F)F)C(F)(F)F)=O)=O (2-(3,5-bis-trifluoromethyl-benzoylamino)-4-(3-bromo-propoxy)-benzoic acid methyl ester), C(C)(C)(C)C1=CC=C(C=NO)C=C1 (4-tert-butyl-benzaldehyde oxime), C([O-])([O-])=O.[Cs+].[Cs+] (cesium carbonate). Run in CC(=O)C (acetone). Product: COC(C1=C(C=C(C=C1)OCCCO/N=C/C1=CC=C(C=C1)C(C)(C)C)NC(C1=CC(=CC(=C1)C(F)(F)F)C(F)(F)F)=O)=O (2-{[3,5-bis(trifluoromethyl)benzoyl]amino}-4-[3-({[(1E)-(4-tert-butylphenyl)methylidene]amino}oxy)propoxy]benzoic acid methyl ester). Isolated yield 48.0%. Reaction SMILES: [CH3:1][O:2][C:3](=[O:32])[C:4]1[CH:9]=[CH:8][C:7]([O:10][CH2:11][CH2:12][CH2:13]Br)=[CH:6][C:5]=1[NH:15][C:16](=[O:31])[C:17]1[CH:22]=[C:21]([C:23]([F:26])([F:25])[F:24])[CH:20]=[C:19]([C:27]([F:30])([F:29])[F:28])[CH:18]=1.[C:33]([C:37]1[CH:45]=[CH:44][C:40]([CH:41]=[N:42][OH:43])=[CH:39][CH:38]=1)([CH3:36])([CH3:35])[CH3:34].C(=O)([O-])[O-].[Cs+].[Cs+]>CC(C)=O>[CH3:1][O:2][C:3](=[O:32])[C:4]1[CH:9]=[CH:8][C:7]([O:10][CH2:11][CH2:12][CH2:13][O:43]/[N:42]=[CH:41]/[C:40]2[CH:44]=[CH:45][C:37]([C:33]([CH3:36])([CH3:35])[CH3:34])=[CH:38][CH:39]=2)=[CH:6][C:5]=1[NH:15][C:16](=[O:31])[C:17]1[CH:22]=[C:21]([C:23]([F:26])([F:25])[F:24])[CH:20]=[C:19]([C:27]([F:30])([F:29])[F:28])[CH:18]=1 |f:2.3.4|. Procedure: To a solution of 2-(3,5-bis-trifluoromethyl-benzoylamino)-4-(3-bromo-propoxy)-benzoic acid methyl ester (0.53 g, 1.00 mmol) and 4-tert-butyl-benzaldehyde oxime (0.20 g, 1.10 mmol) in acetone (35 mL) was added cesium carbonate (1.30 g, 4.00 mmol). The mixture was heated to reflux overnight and then allowed to cool back to room temperature. The mixture was partitioned between ethyl acetate and brine and the layers were then separated. The aqueous layer was extracted with two additional portions of... Starting materials: COc1ccc(C(=O)Cl)cc1, Nc1ccc(Cl)nc1Cl, O, c1ccncc1. Yields the product COc1ccc(C(=O)Nc2ccc(Cl)nc2Cl)cc1. RXN SMILES: [CH3:1][O:2][c:3]1[cH:4][cH:5][c:6]([C:7](=[O:8])[Cl:9])[cH:10][cH:11]1.[Cl:12][c:13]1[n:14][c:15]([Cl:20])[cH:16][cH:17][c:18]1[NH2:19].[OH2:21].[cH:22]1[cH:23][cH:24][n:25][cH:26][cH:27]1>>[CH3:1][O:2][c:3]1[cH:4][cH:5][c:6]([C:7](=[O:8])[NH:19][c:18]2[c:13]([Cl:12])[n:14][c:15]([Cl:20])[cH:16][cH:17]2)[cH:10][cH:11]1. Reactants: O=O (oxygene), C(C)(C)(C)C1=CC=C(C=C1)C (4-t-butyltoluene), ON1C(N(C(N(C1=O)O)=O)O)=O (hexahydro-1,3,5-trihydroxy-1,3,5-triazine-2,4,6-trione), C(C)(=O)O (acetic acid). The reagents and catalysts are C(C)(=O)[O-].[Co+2].C(C)(=O)[O-] (cobalt(II) acetate). The solvent is O (H2O). Yields the product C(C)(C)(C)C1=CC=C(C(=O)O)C=C1 (4-t-butylbenzoic acid), C(C)(C)(C)C1=CC=C(C=O)C=C1 (4-t-butylbenzaldehyde). As a reaction SMILES: [C:1]([C:5]1[CH:10]=[CH:9][C:8]([CH3:11])=[CH:7][CH:6]=1)([CH3:4])([CH3:3])[CH3:2].[OH:12]N1C(=O)N(O)C(=O)N(O)C1=O.[C:24]([OH:27])(=[O:26])[CH3:25].O=O>C([O-])(=O)C.[Co+2].C([O-])(=O)C.O>[C:1]([C:5]1[CH:10]=[CH:9][C:25]([C:24]([OH:27])=[O:26])=[CH:7][CH:6]=1)([CH3:4])([CH3:3])[CH3:2].[C:1]([C:5]1[CH:6]=[CH:7][C:8]([CH:11]=[O:12])=[CH:9][CH:10]=1)([CH3:4])([CH3:3])[CH3:2] |f:4.5.6|. Reported procedure: A mixture of 0.445 g of 4-t-butyltoluene, 0.016 g of hexahydro-1,3,5-trihydroxy-1,3,5-triazine-2,4,6-trione (3% by mole relative to 4-t-butyltoluene), 5 g of acetic acid and 0.004 g of cobalt(II) acetate.4 H2O was stirred at 100° C. in an atmosphere of oxygene gas (1 atm=0.1 MPa) for 2 hours. The resulting product in the reaction mixture was analyzed by gas chromatography and was found to yield 4-t-butylbenzoic acid and 4-t-butylbenzaldehyde in 97% and 1% yields, respectively, at 100% conversion... Reactants: C1CCOC1, O=[N+]([O-])c1ccc(Cl)nc1, [H-], [Na+], OC1CCCC1. The product is O=[N+]([O-])c1ccc(OC2CCCC2)nc1. As a reaction SMILES: [CH2:19]1[O:20][CH2:21][CH2:22][CH2:23]1.[Cl:1][c:2]1[n:3][cH:4][c:5]([N+:8](=[O:9])[O-:10])[cH:6][cH:7]1.[H-:17].[Na+:18].[OH:11][CH:12]1[CH2:13][CH2:14][CH2:15][CH2:16]1>>[c:2]1([O:11][CH:12]2[CH2:13][CH2:14][CH2:15][CH2:16]2)[n:3][cH:4][c:5]([N+:8](=[O:9])[O-:10])[cH:6][cH:7]1. Reactants: ClC=1C=NC=C(C1CC(=O)O)Cl ((3,5-dichloro-pyridin-4-yl)-acetic acid), C(=O)(N1C=NC=C1)N1C=NC=C1 (carbonyldiimidazole), COC=1C=C(C=CC1)C(CN)CC (2-(3-methoxy-phenyl)-butylamine). The solvent is C1CCOC1 (THF). The product is ClC=1C=NC=C(C1CC(=O)NCC(CC)C1=CC(=CC=C1)OC)Cl (2-(3,5-Dichloro-pyridin-4-yl)-N-[2-(3-methoxy-phenyl)-butyl]-acetamide). The yield is 96.7%. RXN SMILES: [Cl:1][C:2]1[CH:3]=[N:4][CH:5]=[C:6]([Cl:12])[C:7]=1[CH2:8][C:9]([OH:11])=O.C(N1C=CN=C1)(N1C=CN=C1)=O.[CH3:25][O:26][C:27]1[CH:28]=[C:29]([CH:33]([CH2:36][CH3:37])[CH2:34][NH2:35])[CH:30]=[CH:31][CH:32]=1>C1COCC1>[Cl:12][C:6]1[CH:5]=[N:4][CH:3]=[C:2]([Cl:1])[C:7]=1[CH2:8][C:9]([NH:35][CH2:34][CH:33]([C:29]1[CH:30]=[CH:31][CH:32]=[C:27]([O:26][CH3:25])[CH:28]=1)[CH2:36][CH3:37])=[O:11]. Procedure: By working in a way similar to that described in example 4 but using (3,5-dichloro-pyridin-4-yl)-acetic acid (2.06 g, 10 mmoles), carbonyldiimidazole (1.78 g, 11 mmoles), THF (30 ml) and 2-(3-methoxy-phenyl)-butylamine (1.79 g, 10 mmoles), obtained as described in example 25, 3.55 g of the title compound were obtained (yield: 96.7%). m.p.: 104-105° C. The reactants are C(#N)C(C)(C)C=1C=C(C(=O)NC2=CC(=CC=C2)O)C=CC1 (3-(1-cyano-1-methylethyl)-N-(3-hydroxyphenyl)benzamide), FC1=C(C(=O)OC)C=C(C=C1)[N+](=O)[O-] (methyl 2-fluoro-5-nitrobenzoate), C([O-])([O-])=O.[K+].[K+] (potassium carbonate). Run in CN(C=O)C (N,N-dimethylformamide). Reaction conditions: time 16 hour. Product: C(#N)C(C)(C)C=1C=C(C=CC1)C(=O)NC=1C=C(OC2=C(C(=O)OC)C=C(C=C2)[N+](=O)[O-])C=CC1 (methyl 2-[3-({[3-(1-cyano-1-methylethyl)phenyl]carbonyl}amino)phenoxy]-5-nitrobenzoate). Yield: 103.3%. RXN SMILES: [C:1]([C:3]([C:6]1[CH:7]=[C:8]([CH:19]=[CH:20][CH:21]=1)[C:9]([NH:11][C:12]1[CH:17]=[CH:16][CH:15]=[C:14]([OH:18])[CH:13]=1)=[O:10])([CH3:5])[CH3:4])#[N:2].F[C:23]1[CH:32]=[CH:31][C:30]([N+:33]([O-:35])=[O:34])=[CH:29][C:24]=1[C:25]([O:27][CH3:28])=[O:26].C(=O)([O-])[O-].[K+].[K+]>CN(C)C=O>[C:1]([C:3]([C:6]1[CH:7]=[C:8]([C:9]([NH:11][C:12]2[CH:13]=[C:14]([CH:15]=[CH:16][CH:17]=2)[O:18][C:23]2[CH:32]=[CH:31][C:30]([N+:33]([O-:35])=[O:34])=[CH:29][C:24]=2[C:25]([O:27][CH3:28])=[O:26])=[O:10])[CH:19]=[CH:20][CH:21]=1)([CH3:5])[CH3:4])#[N:2] |f:2.3.4|. Procedure: To a solution of 3-(1-cyano-1-methylethyl)-N-(3-hydroxyphenyl)benzamide (5.0 g, 17.8 mmol) produced in Example 1(i) and methyl 2-fluoro-5-nitrobenzoate (3.55 g, 17.8 mmol) in N,N-dimethylformamide (50 mL) was added potassium carbonate (3.68 g, 26.7 mmol), and the mixture was stirred at room temperature for 16 hr. Insoluble material was filtered off and washed with ethyl acetate (200 mL). The filtrate and washings were combined and washed successively with 5% aqueous sodium hydrogen carbonate sol...